From a dataset of the Open Reaction Database (ORD), a public repository of structured organic reaction records. describe an organic reaction: reactants, conditions, products, and yield Reactants: C(C1=CC=CC=C1)OCC(C=C)NC(C(Cl)(Cl)Cl)=O (N-[1-(benzyloxy)but-3-en-2-yl]-2,2,2-trichloroacetamide), [OH-].[Na+] (sodium hydroxide). Solvent: O (water). Conditions: temperature 80 celsius. Product: Cl.C(C1=CC=CC=C1)OCC(C=C)N (1-(benzyloxy)but-3-en-2-amine hydrochloride). As a reaction SMILES: [CH2:1]([O:8][CH2:9][CH:10]([NH:13]C(=O)C(Cl)(Cl)[Cl:16])[CH:11]=[CH2:12])[C:2]1[CH:7]=[CH:6][CH:5]=[CH:4][CH:3]=1.[OH-].[Na+]>O>[ClH:16].[CH2:1]([O:8][CH2:9][CH:10]([NH2:13])[CH:11]=[CH2:12])[C:2]1[CH:7]=[CH:6][CH:5]=[CH:4][CH:3]=1 |f:1.2,4.5|. Reported procedure: A mixture of N-[1-(benzyloxy)but-3-en-2-yl]-2,2,2-trichloroacetamide (7.5 g, 23 mmol) and sodium hydroxide (4.0 M in H2O, 40 mL, 160 mmol) was stirred and heated to 80° C. for 5 hours. The reaction mixture was cooled to ambient temperature, diluted with water, and extracted with ethyl acetate. The organic layer was separated and extracted with hydrochloric acid (2N). The aqueous layer was concentrated under reduced pressure to afford 1-(benzyloxy)but-3-en-2-amine hydrochloride. MS ESI calc'd. fo... The reactants are C1COCCN1, CCN=C=NCCCN(C)C, ClCCl, Cl, O=C(O)C1CCC(O)CC1, On1nnc2cccnc21. The product is O=C(C1CCC(O)CC1)N1CCOCC1. RXN SMILES: [CH2:33]1[CH2:34][O:35][CH2:36][CH2:37][NH:38]1.[CH3:12][N:13]([CH3:14])[CH2:15][CH2:16][CH2:17][N:18]=[C:19]=[N:20][CH2:21][CH3:22].[Cl:39][CH2:40][Cl:41].[ClH:11].[OH:1][CH:2]1[CH2:3][CH2:4][CH:5]([C:8](=[O:9])[OH:10])[CH2:6][CH2:7]1.[OH:23][n:24]1[c:25]2[n:26][cH:27][cH:28][cH:29][c:30]2[n:31][n:32]1>>[OH:1][CH:2]1[CH2:3][CH2:4][CH:5]([C:8](=[O:10])[N:38]2[CH2:33][CH2:34][O:35][CH2:36][CH2:37]2)[CH2:6][CH2:7]1. Starting materials: [H][H] (Hydrogen), C(=CC)C=1C(=C(C=CC1)F)F (3-propenyl-1,2-difluorobenzene). The reagents and catalysts are [Pd] (Pd/C). The solvent is C1CCOC1 (THF). Reaction conditions: time 3 hour. The product is C(CC)C=1C(=C(C=CC1)F)F (3-propyl-1,2-difluorobenzene). Reaction SMILES: [H][H].[CH:3]([C:6]1[C:7]([F:13])=[C:8]([F:12])[CH:9]=[CH:10][CH:11]=1)=[CH:4][CH3:5]>C1COCC1.[Pd]>[CH2:3]([C:6]1[C:7]([F:13])=[C:8]([F:12])[CH:9]=[CH:10][CH:11]=1)[CH2:4][CH3:5]. Reported procedure: Hydrogen is introduced at room temperature until saturation into a solution of 0.13 mol of 3-propenyl-1,2-difluorobenzene (obtainable according to Example 11) in 100 ml of THF containing 5 g of suspended Pd/C. Customary working up is carried out after stirring for 3 hours, b.p.30 : 72° C. Reactants: C(#N)CC(C(C(=O)OC)C1=CC(=CC=C1)F)C1=CC=C(C=C1)F (methyl 4-cyano-(3-fluorophenyl)-3-(4-fluorophenyl)butanoate), FC=1C=C(C=CC1)CC#N ((3-fluorophenyl)acetonitrile), C[O-].[Na+] (sodium methoxide), FC1=CC=C(C=C1)C=CC(=O)OC (methyl 3-(4-fluorophenyl)acrylate), methyl. Run in C1(=CC=CC=C1)C (toluene). Reaction conditions: temperature 65 celsius, time 15 hour. Product: C(#N)C(C(CC(=O)OC)C1=CC=C(C=C1)F)C1=CC(=CC=C1)F (Methyl 4-cyano-4-(3-fluorophenyl)-3-(4-fluorophenyl)butanoate). Reaction SMILES: [F:1][C:2]1[CH:3]=[C:4]([CH2:8][C:9]#[N:10])[CH:5]=[CH:6][CH:7]=1.C[O-].[Na+].[F:14][C:15]1[CH:20]=[CH:19][C:18]([CH:21]=[CH:22][C:23]([O:25][CH3:26])=[O:24])=[CH:17][CH:16]=1.C(CC(C1C=CC(F)=CC=1)C(C1C=CC=C(F)C=1)C(OC)=O)#N>C1(C)C=CC=CC=1>[C:9]([CH:8]([C:4]1[CH:5]=[CH:6][CH:7]=[C:2]([F:1])[CH:3]=1)[CH:21]([C:18]1[CH:17]=[CH:16][C:15]([F:14])=[CH:20][CH:19]=1)[CH2:22][C:23]([O:25][CH3:26])=[O:24])#[N:10] |f:1.2|. Reported procedure: Under protective gas (Ar), 0.767 g (5.0 mmol) of (3-fluorophenyl)acetonitrile and 0.1 ml of sodium methoxide solution (30% in methanol) were added to 0.820 g (4.55 mmol) of methyl 3-(4-fluorophenyl)acrylate in 15.0 ml of toluene, and the mixture was stirred in a closed vessel at 65° C. for 15 h. The solvent was removed under reduced pressure, the residue was taken up in ethyl acetate and the mixture was washed twice with in each case 25 ml of water. The combined organic phases were dried over so... Reactants: BrC1=NC=C(C=N1)C#CC1=CC=CC=C1 (2-bromo-5-(phenylethynyl)pyrimidine), COCCCN1C(NC2C1CCC2)=O ((rac)-(3aRS,6aSR)-1-(3-Methoxy-propyl)-hexahydro-cyclopentaimidazol-2-one), C([O-])([O-])=O.[Cs+].[Cs+] (Cesium carbonate). Reagents/catalysts: C=1C=CC(=CC1)/C=C/C(=O)/C=C/C2=CC=CC=C2.C=1C=CC(=CC1)/C=C/C(=O)/C=C/C2=CC=CC=C2.C=1C=CC(=CC1)/C=C/C(=O)/C=C/C2=CC=CC=C2.[Pd].[Pd] (Pd2(dba)3), CC1(C2=C(C(=CC=C2)P(C3=CC=CC=C3)C4=CC=CC=C4)OC5=C(C=CC=C51)P(C6=CC=CC=C6)C7=CC=CC=C7)C (Xanthphos). Solvent: C1(=CC=CC=C1)C (Toluene). Conditions: temperature 90 celsius, time 3 hour. The product is COCCCN1C(N(C2C1CCC2)C2=NC=C(C=N2)C#CC2=CC=CC=C2)=O ((rac)-(3aRS,6aSR)-1-(3-Methoxy-propyl)-3-(5-phenylethynyl-pyrimidin-2-yl)-hexahydro-cyclopentaimidazol-2-one). Isolated yield 56.4%. Reaction SMILES: Br[C:2]1[N:7]=[CH:6][C:5]([C:8]#[C:9][C:10]2[CH:15]=[CH:14][CH:13]=[CH:12][CH:11]=2)=[CH:4][N:3]=1.[CH3:16][O:17][CH2:18][CH2:19][CH2:20][N:21]1[CH:25]2[CH2:26][CH2:27][CH2:28][CH:24]2[NH:23][C:22]1=[O:29].C(=O)([O-])[O-].[Cs+].[Cs+]>C1(C)C=CC=CC=1.C1C=CC(/C=C/C(/C=C/C2C=CC=CC=2)=O)=CC=1.C1C=CC(/C=C/C(/C=C/C2C=CC=CC=2)=O)=CC=1.C1C=CC(/C=C/C(/C=C/C2C=CC=CC=2)=O)=CC=1.[Pd].[Pd].CC1(C)C2C(=C(P(C3C=CC=CC=3)C3C=CC=CC=3)C=CC=2)OC2C(P(C3C=CC=CC=3)C3C=CC=CC=3)=CC=CC1=2>[CH3:16][O:17][CH2:18][CH2:19][CH2:20][N:21]1[CH:25]2[CH2:26][CH2:27][CH2:28][CH:24]2[N:23]([C:2]2[N:7]=[CH:6][C:5]([C:8]#[C:9][C:10]3[CH:15]=[CH:14][CH:13]=[CH:12][CH:11]=3)=[CH:4][N:3]=2)[C:22]1=[O:29] |f:2.3.4,6.7.8.9.10|. Reported procedure: In a 10 mL pyrex tube, 2-bromo-5-(phenylethynyl)pyrimidine (CAS: 1338493-52-9)(80 mg, 309 μmol, Eq: 1.00) and (rac)-(3aRS,6aSR)-1-(3-Methoxy-propyl)-hexahydro-cyclopentaimidazol-2-one (68.0 mg, 309 μmol, 1.0 equiv.) were dissolved in 2 ml of Toluene. Cesium carbonate (201 mg, 618 μmol, 2.0 equiv.), Xanthphos (7.15 mg, 12.4 μmol, 0.04 equiv.) and Pd2(dba)3 (5.65 mg, 6.18 μmol, 0.02 equiv.) were added and the red-brown reaction mixture was stirred at 90° C. for 3 hr. The reaction mixture was filte... Starting materials: NCCCn1cc(Cc2ncc[nH]2)c2ccccc21, O=S(=O)(Cl)c1ccccc1, c1ccncc1. Product: O=S(=O)(NCCCn1cc(Cc2ncc[nH]2)c2ccccc21)c1ccccc1. Reaction SMILES: [NH2:1][CH2:2][CH2:3][CH2:4][n:5]1[cH:6][c:7]([CH2:14][c:15]2[nH:16][cH:17][cH:18][n:19]2)[c:8]2[cH:9][cH:10][cH:11][cH:12][c:13]12.[c:20]1([S:26](=[O:27])(=[O:28])[Cl:29])[cH:21][cH:22][cH:23][cH:24][cH:25]1.[cH:30]1[cH:31][cH:32][n:33][cH:34][cH:35]1>>[NH:1]([CH2:2][CH2:3][CH2:4][n:5]1[cH:6][c:7]([CH2:14][c:15]2[n:16][cH:17][cH:18][nH:19]2)[c:8]2[cH:9][cH:10][cH:11][cH:12][c:13]12)[S:26]([c:20]1[cH:21][cH:22][cH:23][cH:24][cH:25]1)(=[O:27])=[O:28]. The reactants are C(#N)C1=CC(=C(C(=O)OC)C=C1I)C(F)(F)F (Methyl 4-cyano-5-iodo-2-(trifluoromethyl)benzoate), CC1(C2=C(C(=CC=C2)P(C3=CC=CC=C3)C4=CC=CC=C4)OC5=C(C=CC=C51)P(C6=CC=CC=C6)C7=CC=CC=C7)C (XANTPHOS), C([O-])([O-])=O.[Cs+].[Cs+] (cesium carbonate), [C@@H](C)(CC)N ((R)-sec-butylamine). The reagents and catalysts are C=1C=CC(=CC1)/C=C/C(=O)/C=C/C2=CC=CC=C2.C=1C=CC(=CC1)/C=C/C(=O)/C=C/C2=CC=CC=C2.C=1C=CC(=CC1)/C=C/C(=O)/C=C/C2=CC=CC=C2.[Pd].[Pd] (tris(dibenzylideneacetone)dipalladium). Run in O1CCOCC1 (dioxane). Run at temperature 95 celsius, time 20 hour. Yields the product [C@@H](C)(CC)NC=1C(=CC(=C(C(=O)OC)C1)C(F)(F)F)C#N ((R)-methyl 5-(sec-butylamino)-4-cyano-2-(trifluoromethyl)benzoate). Yield: 30.6%. As a reaction SMILES: [C:1]([C:3]1[C:12](I)=[CH:11][C:6]([C:7]([O:9][CH3:10])=[O:8])=[C:5]([C:14]([F:17])([F:16])[F:15])[CH:4]=1)#[N:2].CC1(C)C2C(=C(P(C3C=CC=CC=3)C3C=CC=CC=3)C=CC=2)OC2C(P(C3C=CC=CC=3)C3C=CC=CC=3)=CC=CC1=2.C(=O)([O-])[O-].[Cs+].[Cs+].[C@H:66]([NH2:70])([CH2:68][CH3:69])[CH3:67]>O1CCOCC1.C1C=CC(/C=C/C(/C=C/C2C=CC=CC=2)=O)=CC=1.C1C=CC(/C=C/C(/C=C/C2C=CC=CC=2)=O)=CC=1.C1C=CC(/C=C/C(/C=C/C2C=CC=CC=2)=O)=CC=1.[Pd].[Pd]>[C@H:66]([NH:70][C:12]1[C:3]([C:1]#[N:2])=[CH:4][C:5]([C:14]([F:17])([F:16])[F:15])=[C:6]([CH:11]=1)[C:7]([O:9][CH3:10])=[O:8])([CH2:68][CH3:69])[CH3:67] |f:2.3.4,7.8.9.10.11|. Procedure details: Methyl 4-cyano-5-iodo-2-(trifluoromethyl)benzoate (174 mg, 0.49 mmol) was dissolved in dioxane (2 mL) and was sparged with nitrogen for 15 minutes. XANTPHOS (57 mg, 0.098 mmol), cesium carbonate (350 mg, 1.07 mmol), (R)-sec-butylamine (0.1 mL, 0.986 mmol), and tris(dibenzylideneacetone)dipalladium (45 mg, 0.049 mmol) were added, and the mixture was stirred in a sealed tube at 95° C. for 20 h. The reaction mixture was cooled to ambient temperature and was filtered through celite. The filter cake ...